This data is from the Open Reaction Database (ORD), a public repository of structured organic reaction records. The task is: describe an organic reaction: reactants, conditions, products, and yield Starting materials: C(#N)C1=NC=CC=C1O[Si](C)(C)C (2-cyano-3-trimethylsilyloxy pyridine), solution, CCCCCC.C(CCC)[Li] (n-butyl lithium hexane), COCOC1=C(C=C(C=C1)C)Br (2-bromo-4-methylphenol methoxymethyl ether), C(C)OCC (diethyl ether). Reaction conditions: time 45 minute. Yields the product OC1=C(C(=O)C2=NC=CC=C2O)C=C(C=C1)C (2-(2-hydroxy-5-methylbenzoyl)-3-hydroxypyridine). RXN SMILES: COC[O:4][C:5]1[CH:10]=[CH:9][C:8]([CH3:11])=[CH:7][C:6]=1Br.CCCCCC.C([Li])CCC.[C:24]([C:26]1[C:31]([O:32][Si](C)(C)C)=[CH:30][CH:29]=[CH:28][N:27]=1)#N.C([O:39]CC)C>>[OH:4][C:5]1[CH:10]=[CH:9][C:8]([CH3:11])=[CH:7][C:6]=1[C:24]([C:26]1[C:31]([OH:32])=[CH:30][CH:29]=[CH:28][N:27]=1)=[O:39] |f:1.2|. Procedure: A solution of 2-bromo-4-methylphenol methoxymethyl ether (9.49 g) in diethyl ether (170 ml) was cooled to -78° C. To the solution was added dropwise a 1.6M solution of n-butyl lithium hexane solution (30 ml) under argon atmosphere. The mixture was stirred for 45 minutes, to which was then added dropwise 2-cyano-3-trimethylsilyloxy pyridine (8.13 g) at -78° C. Then, the cooling bath was removed, and the mixture was stirred for 3 hours while warming up to room temperature. To the reaction mixture ... The reactants are O=C(O)c1ccc2nccnc2c1, NCc1ccccc1C(F)(F)F. The reagents and catalysts are C1CCC(CC1)N=C=NC2CCCCC2 (DCC), CCN(CC)CC (TEA), C1=CC=C2C(=C1)C(=O)N(C2=O)O (N-Hydroxyphthalimide). Run in CN(C)C=O (DMF), CN(C)C=O (DMF), CN(C)C=O (DMF), CN(C)C=O (DMF), CN(C)C=O (DMF), CN(C)C=O (DMF). Reaction conditions: temperature 25 celsius, time 2 hour. Product: O=C(NCc1ccccc1C(F)(F)F)c1ccc2nccnc2c1. The yield is 68.4%. Reaction SMILES: NCc1ccccc1C(F)(F)F.O=C(O)c1ccc2nccnc2c1.C1CCC(CC1)N=C=NC2CCCCC2.C1=CC=C2C(=C1)C(=O)N(C2=O)O.CCN(CC)CC.CN(C)C=O>>O=C(NCc1ccccc1C(F)(F)F)c1ccc2nccnc2c1. Reactants: CN1C(CCC1)=O (1-Methyl-2-pyrrolidone), NC1=NC=C(C(=C1)Cl)I (2-amino-4-chloro-5-iodopyridine), [NH4+] (ammonium). The reagents and catalysts are [C-]#N.[Zn+2].[C-]#N (zinc cyanide), C=1C=CC(=CC1)[P](C=2C=CC=CC2)(C=3C=CC=CC3)[Pd]([P](C=4C=CC=CC4)(C=5C=CC=CC5)C=6C=CC=CC6)([P](C=7C=CC=CC7)(C=8C=CC=CC8)C=9C=CC=CC9)[P](C=1C=CC=CC1)(C=1C=CC=CC1)C=1C=CC=CC1 (tetrakis(triphenylphosphine)palladium). Run in C(C)(=O)OCC (ethyl acetate). Reaction conditions: temperature 132.5 celsius, time 5 hour. The product is NC1=NC=C(C(=C1)Cl)C#N (2-Amino-4-chloro-5-cyanopyridine). RXN SMILES: [CH3:1][N:2]1CCCC1=O.[NH2:8][C:9]1[CH:14]=[C:13]([Cl:15])[C:12](I)=[CH:11][N:10]=1.[NH4+]>[C-]#N.[Zn+2].[C-]#N.C1C=CC([P]([Pd]([P](C2C=CC=CC=2)(C2C=CC=CC=2)C2C=CC=CC=2)([P](C2C=CC=CC=2)(C2C=CC=CC=2)C2C=CC=CC=2)[P](C2C=CC=CC=2)(C2C=CC=CC=2)C2C=CC=CC=2)(C2C=CC=CC=2)C2C=CC=CC=2)=CC=1.C(OCC)(=O)C>[NH2:8][C:9]1[CH:14]=[C:13]([Cl:15])[C:12]([C:1]#[N:2])=[CH:11][N:10]=1 |f:3.4.5,^1:26,28,47,66|. Reported procedure: 1-Methyl-2-pyrrolidone (20 ml), zinc cyanide (0.49 g, 4.17 mmol) and tetrakis(triphenylphosphine)palladium (1.3 g, 1.12 mmol) were added to 2-amino-4-chloro-5-iodopyridine (1.93 g, 7.58 mmol) synthesized in Production example 215-2; and the reaction mixture was stirred at 130-135° C. for 5 hours. Approximately 0.28% of aqueous ammonium (100 ml) and ethyl acetate was added to the reaction mixture; and the organic layer was separated, washed with brine, and dried over anhydrous sodium sulfate. Thi... Starting materials: CC(C)=CCC\C(\C)=C/C=O (Neral), CN(C)C=O (DMF), [H-].[Na+] (sodium hydride), COC1=CC=C(CCl)C=C1 (4-methoxybenzyl chloride). The reagents and catalysts are [I-].C(CCC)[N+](CCCC)(CCCC)CCCC (tetra-n-butyl ammonium iodide). Run in O (Water). Conditions: time 1 hour. The product is C/C(=C/COCC1=CC=C(C=C1)OC)/CCC=C(C)C (1-({[(2Z)-3,7-dimethylocta-2,6-dien-1-yl]oxy}methyl)-4-methoxybenzene). The yield is 97.1%. As a reaction SMILES: [CH3:1][C:2](=[CH:4][CH2:5][CH2:6]/[C:7](=[CH:9]\[CH:10]=[O:11])/[CH3:8])[CH3:3].CN(C=O)C.[H-].[Na+].[CH3:19][O:20][C:21]1[CH:28]=[CH:27][C:24]([CH2:25]Cl)=[CH:23][CH:22]=1>[I-].C([N+](CCCC)(CCCC)CCCC)CCC.O>[CH3:8]/[C:7](/[CH2:6][CH2:5][CH:4]=[C:2]([CH3:1])[CH3:3])=[CH:9]/[CH2:10][O:11][CH2:25][C:24]1[CH:27]=[CH:28][C:21]([O:20][CH3:19])=[CH:22][CH:23]=1 |f:2.3,5.6|. Procedure details: Neral (150 g, 972 mmol) was added dropwise to a DMF (1.501) suspension of sodium hydride (60%, 38.9 g, 973 mmol) under nitrogen gas stream at room temperature. The reaction solution was stirred at room temperature for one hour and then cooled to 0° C. After tetra-n-butyl ammonium iodide (35.9 g, 97.2 mmol) was added to the reaction solution, 4-methoxybenzyl chloride (148 g, 926 mmol) was added dropwise. The reaction solution was stirred at 0° C. for one hour and then at room temperature for six ... Reactants: OCCBr, O=C([O-])[O-], CN(C)C=O, [K+], [K+], Oc1cccc(-c2ccccc2)c1. RXN SMILES: [Br:14][CH2:15][CH2:16][OH:17].[C:18](=[O:19])([O-:20])[O-:21].[CH3:24][N:25]([CH3:26])[CH:27]=[O:28].[K+:22].[K+:23].[c:1]1(-[c:7]2[cH:8][c:9]([OH:13])[cH:10][cH:11][cH:12]2)[cH:2][cH:3][cH:4][cH:5][cH:6]1>>[c:1]1(-[c:7]2[cH:8][c:9]([O:13][CH2:15][CH2:16][OH:17])[cH:10][cH:11][cH:12]2)[cH:2][cH:3][cH:4][cH:5][cH:6]1. The product is OCCOc1cccc(-c2ccccc2)c1.